Dataset: the Open Reaction Database (ORD), a public repository of structured organic reaction records. Task: describe an organic reaction: reactants, conditions, products, and yield Reactants: NCCOC=1C=C(C=CC1)C#CC(C(C)C)O (1-(3-(2-Aminoethoxy)phenyl)-4-methylpent-1-yn-3-ol). The solvent is CCO (EtOH). Reaction conditions: time 8 hour. Product: NCCOC=1C=C(C=CC1)CCC(C(C)C)O (1-(3-(2-aminoethoxy)phenyl)-4-methylpentan-3-ol). Reaction SMILES: [NH2:1][CH2:2][CH2:3][O:4][C:5]1[CH:6]=[C:7]([C:11]#[C:12][CH:13]([OH:17])[CH:14]([CH3:16])[CH3:15])[CH:8]=[CH:9][CH:10]=1>CCO>[NH2:1][CH2:2][CH2:3][O:4][C:5]1[CH:6]=[C:7]([CH2:11][CH2:12][CH:13]([OH:17])[CH:14]([CH3:15])[CH3:16])[CH:8]=[CH:9][CH:10]=1. Procedure details: A solution of 1-(3-(2-Aminoethoxy)phenyl)-4-methylpent-1-yn-3-ol (0.56 g, 2.4 mmol) in EtOH (30 mL) was degassed and purged with nitrogen. To this was added Pd on C (0.05 g, 10%). The flask was evacuated and purged with hydrogen thrice. This suspension was then stirred at room temperature under hydrogen balloon for overnight. The reaction mixture was filtered through a pad of Celite and the filter cake was washed with ethanol. The filtrate was concentrated to afford Example 1. Yield (0.38, 66%):... The reactants are BrCC(=O)OC(C)(C)C (tert-butyl bromoacetate), ClC1=NC=C(C(=N1)N[C@H](CS)C(C)(C)C)F ((S)-2-((2-chloro-5-fluoropyrimidin-4-yl)amino)-3,3-dimethylbutane-1-thiol), ClC1=NC=C(C(=N1)N[C@H](CS)C(C)(C)C)F ((S)-2-(2-chloro-5-fluoropyrimidin-4-ylamino)-3,3-dimethylbutane-1-thiol), C(=O)([O-])[O-].[K+].[K+] (K2CO3). Procedure: To a stirring suspension of (S)-2-((2-chloro-5-fluoropyrimidin-4-yl)amino)-3,3-dimethylbutane-1-thiol, 77a, (1.50 g, 5.69 mmol) and K2CO3 (2.36 g, 17.06 mmol) in acetone (15 mL) was added tert-butyl bromoacetate (1.26 mL, 8.53 mmol). The suspension was stirred at room temperature for 18 hours. The resulting solid was filtered, washed with acetone and the filtrate was concentrated under reduced pressure. The crude residue was purified by silica gel chromatography (0-30% EtOAc/Hexanes gradient) to... Product: ClC1=NC=C(C(=N1)N[C@H](CSCC(=O)OC(C)(C)C)C(C)(C)C)F ((S)-tert-Butyl 2-(2-(2-chloro-5-fluoropyrimidin-4-ylamino)-3,3-dimethyl-butylthio)ethanoate). Conditions: time 18 hour. Run in CC(=O)C (acetone). Reaction SMILES: [Cl:1][C:2]1[N:7]=[C:6]([NH:8][C@@H:9]([C:12]([CH3:15])([CH3:14])[CH3:13])[CH2:10][SH:11])[C:5]([F:16])=[CH:4][N:3]=1.C([O-])([O-])=O.[K+].[K+].Br[CH2:24][C:25]([O:27][C:28]([CH3:31])([CH3:30])[CH3:29])=[O:26]>CC(C)=O>[Cl:1][C:2]1[N:7]=[C:6]([NH:8][C@@H:9]([C:12]([CH3:13])([CH3:15])[CH3:14])[CH2:10][S:11][CH2:24][C:25]([O:27][C:28]([CH3:31])([CH3:30])[CH3:29])=[O:26])[C:5]([F:16])=[CH:4][N:3]=1 |f:1.2.3|. Reactants: C(C)OC(C(CC1=C(C=C(C=C1)O)C)OCC)=O ([rac]-2-ethoxy-3-(4-hydroxy-2-methyl-phenyl)-propionic acid ethyl ester), O=P(Cl)(Cl)Cl (POCl3), C([O-])([O-])=O.[Cs+].[Cs+] (cesium carbonate), ClCC=1N=C(OC1C)C1=CC(=CC(=C1)C)C (4-chloromethyl-2-(3,5-dimethyl-phenyl)-5-methyl-oxazole), CC=1C=C(C=O)C=C(C1)C (3,5-dimethyl-benzaldehyde), [I-].[K+] (potassium iodide). Product: C(C)OC(C(CC1=C(C=C(C=C1)OCC=1N=C(OC1C)C1=CC(=CC(=C1)C)C)C)OCC)=O ([rac]-3-{4-[2-(3,5-dimethyl-phenyl)-5-methyl-oxazol-4-ylmethoxy]-2-methyl-phenyl}-2-ethoxy-propionic acid ethyl ester). As a reaction SMILES: [CH2:1]([O:3][C:4](=[O:18])[CH:5]([O:15][CH2:16][CH3:17])[CH2:6][C:7]1[CH:12]=[CH:11][C:10]([OH:13])=[CH:9][C:8]=1[CH3:14])[CH3:2].Cl[CH2:20][C:21]1[N:22]=[C:23]([C:27]2[CH:32]=[C:31]([CH3:33])[CH:30]=[C:29]([CH3:34])[CH:28]=2)[O:24][C:25]=1[CH3:26].CC1C=C(C=C(C)C=1)C=O.O=P(Cl)(Cl)Cl.C(=O)([O-])[O-].[Cs+].[Cs+].[I-].[K+]>>[CH2:1]([O:3][C:4](=[O:18])[CH:5]([O:15][CH2:16][CH3:17])[CH2:6][C:7]1[CH:12]=[CH:11][C:10]([O:13][CH2:20][C:21]2[N:22]=[C:23]([C:27]3[CH:28]=[C:29]([CH3:34])[CH:30]=[C:31]([CH3:33])[CH:32]=3)[O:24][C:25]=2[CH3:26])=[CH:9][C:8]=1[CH3:14])[CH3:2] |f:4.5.6,7.8|. Reported procedure: In analogy to the procedure described in example 1 f], [rac]-2-ethoxy-3-(4-hydroxy-2-methyl-phenyl)-propionic acid ethyl ester (example 34 b]) was reacted with 4-chloromethyl-2-(3,5-dimethyl-phenyl)-5-methyl-oxazole (prepared from 3,5-dimethyl-benzaldehyde and diacetyl monoxyme followed by treatment with POCl3 in analogy to the procedures described in examples 2 a] and b]) in the presence of cesium carbonate and potassium iodide to yield [rac]-3-{4-[2-(3,5-dimethyl-phenyl)-5-methyl-oxazol-4-ylme... Starting materials: O=C([O-])[O-], Cc1nsc(-c2ccc(Cl)nn2)n1, [K+], [K+], c1ccc2c(c1)CC1(CCNCC1)O2. Product: Cc1nsc(-c2ccc(N3CCC4(CC3)Cc3ccccc3O4)nn2)n1. RXN SMILES: [C:28](=[O:29])([O-:30])[O-:31].[Cl:1][c:2]1[n:3][n:4][c:5](-[c:8]2[n:9][c:10]([CH3:13])[n:11][s:12]2)[cH:6][cH:7]1.[K+:32].[K+:33].[NH:14]1[CH2:15][CH2:16][C:17]2([O:18][c:19]3[c:20]([cH:22][cH:23][cH:24][cH:25]3)[CH2:21]2)[CH2:26][CH2:27]1>>[c:2]1([N:14]2[CH2:15][CH2:16][C:17]3([O:18][c:19]4[c:20]([cH:22][cH:23][cH:24][cH:25]4)[CH2:21]3)[CH2:26][CH2:27]2)[n:3][n:4][c:5](-[c:8]2[n:9][c:10]([CH3:13])[n:11][s:12]2)[cH:6][cH:7]1.